From a dataset of the Open Reaction Database (ORD), a public repository of structured organic reaction records. describe an organic reaction: reactants, conditions, products, and yield Starting materials: FC(S(=O)(=O)OC=1C([C@@H]2CC[C@]3([C@@]4(CC[C@@]5([C@@H]([C@H]4CC[C@@H]3[C@]2(CC1)C)[C@@H](CC5)C(=C)C)N)C)C)(C)C)(F)F ((1R,3aS,5aR,5bR,7aR,11aR,11bR,13aR,13bR)-3a-amino-5a,5b,8,8,11a-pentamethyl-1-(prop-1-en-2-yl)-2,3,3a,4,5,5a,5b,6,7,7a,8,11,11a,11b,12,13,13a,13b-octadecahydro-1H-cyclopenta[a]chrysen-9-yl trifluoromethanesulfonate), CC1(OB(OC1(C)C)C1=CC=C(CC1)C(=O)OC)C (methyl 4-(4,4,5,5-tetramethyl-1,3,2-dioxaborolan-2-yl)cyclohexa-1,3-dienecarboxylate). Product: N[C@]12[C@@H]([C@H]3CC[C@@H]4[C@]5(CC=C(C([C@@H]5CC[C@]4([C@@]3(CC1)C)C)(C)C)C1=CC=C(CC1)C(=O)OC)C)[C@@H](CC2)C(=C)C (methyl 4-((1R,3aS,5aR,5bR,7aR,11aS,11bR,13aR,13bR)-3a-amino-5a,5b,8,8,11a-pentamethyl-1-(prop-1-en-2-yl)-2,3,3a,4,5,5a,5b,6,7,7a,8,11,11a,11b,12,13,13a,13b-octadecahydro-1H-cyclopenta[a]chrysen-9-yl)cyclohexa-1,3-dienecarboxylate). Isolated yield 60.8%. As a reaction SMILES: FC(F)(F)S(O[C:7]1[C:8]([CH3:36])([CH3:35])[C@H:9]2[C@:22]([CH3:25])([CH2:23][CH:24]=1)[C@@H:21]1[C@:12]([CH3:34])([C@@:13]3([CH3:33])[C@H:18]([CH2:19][CH2:20]1)[C@H:17]1[C@H:26]([C:29]([CH3:31])=[CH2:30])[CH2:27][CH2:28][C@:16]1([NH2:32])[CH2:15][CH2:14]3)[CH2:11][CH2:10]2)(=O)=O.CC1(C)C(C)(C)OB([C:47]2[CH2:52][CH2:51][C:50]([C:53]([O:55][CH3:56])=[O:54])=[CH:49][CH:48]=2)O1>>[NH2:32][C@:16]12[CH2:28][CH2:27][C@@H:26]([C:29]([CH3:31])=[CH2:30])[C@@H:17]1[C@@H:18]1[C@@:13]([CH3:33])([CH2:14][CH2:15]2)[C@@:12]2([CH3:34])[C@@H:21]([C@:22]3([CH3:25])[C@@H:9]([CH2:10][CH2:11]2)[C:8]([CH3:35])([CH3:36])[C:7]([C:47]2[CH2:52][CH2:51][C:50]([C:53]([O:55][CH3:56])=[O:54])=[CH:49][CH:48]=2)=[CH:24][CH2:23]3)[CH2:20][CH2:19]1. Procedure details: The title compound was prepared following the method described in step 1 for the preparation of Example 1, using (1R,3aS,5aR,5bR,7aR,11aR,11bR,13aR,13bR)-3a-amino-5a,5b,8,8,11a-pentamethyl-1-(prop-1-en-2-yl)-2,3,3a,4,5,5a,5b,6,7,7a,8,11,11a,11b,12,13,13a,13b-octadecahydro-1H-cyclopenta[a]chrysen-9-yl trifluoromethanesulfonate and methyl 4-(4,4,5,5-tetramethyl-1,3,2-dioxaborolan-2-yl)cyclohexa-1,3-dienecarboxylate as the reactants. (60.8% yield). MS: m/e 529.5 (M−16)+, 2.816 min (method 8). 1H NM... Reactants: COC(=O)CCCCCCCCCCCCCC(=O)OC, [Cr], [Cu]. The product is COC(=O)CCCCCCCCCCCCCCO. Reaction SMILES: [C:1]([CH2:2][CH2:3][CH2:4][CH2:5][CH2:6][CH2:7][CH2:8][CH2:9][CH2:10][CH2:11][CH2:12][CH2:13][CH2:14][C:15](=[O:16])[O:17][CH3:18])(=[O:19])[O:20][CH3:21].[Cr:22].[Cu:23]>>[CH2:1]([CH2:2][CH2:3][CH2:4][CH2:5][CH2:6][CH2:7][CH2:8][CH2:9][CH2:10][CH2:11][CH2:12][CH2:13][CH2:14][C:15](=[O:16])[O:17][CH3:18])[OH:19].